Dataset: the Open Reaction Database (ORD), a public repository of structured organic reaction records. Task: describe an organic reaction: reactants, conditions, products, and yield The reactants are O=P(Cl)(Cl)Cl, CC(c1ccccc1)n1cncc1C(N)=O, c1ccncc1. Product: CC(c1ccccc1)n1cncc1C#N. Reaction SMILES: [P:17]([Cl:18])([Cl:19])([Cl:20])=[O:21].[c:1]1([CH:7]([CH3:8])[n:9]2[cH:10][n:11][cH:12][c:13]2[C:14](=[O:15])[NH2:16])[cH:2][cH:3][cH:4][cH:5][cH:6]1.[cH:22]1[cH:23][cH:24][n:25][cH:26][cH:27]1>>[c:1]1([CH:7]([CH3:8])[n:9]2[cH:10][n:11][cH:12][c:13]2[C:14]#[N:16])[cH:2][cH:3][cH:4][cH:5][cH:6]1. Reactants: CCOCC, ClCCl, O=[Cr](=O)([O-])Cl, Cc1ccc(C(=O)NC(CO)C(C)C)cc1, c1cc[nH+]cc1. Product: Cc1ccc(C(=O)NC(C=O)C(C)C)cc1. Reaction SMILES: [CH3:31][CH2:32][O:33][CH2:34][CH3:35].[Cl:28][CH2:29][Cl:30].[O:1]=[Cr:2]([Cl:3])([O-:4])=[O:5].[OH:12][CH2:13][CH:14]([CH:15]([CH3:16])[CH3:17])[NH:18][C:19]([c:20]1[cH:21][cH:22][c:23]([CH3:26])[cH:24][cH:25]1)=[O:27].[nH+:6]1[cH:7][cH:8][cH:9][cH:10][cH:11]1>>[O:12]=[CH:13][CH:14]([CH:15]([CH3:16])[CH3:17])[NH:18][C:19]([c:20]1[cH:21][cH:22][c:23]([CH3:26])[cH:24][cH:25]1)=[O:27]. Reported procedure: A mixture of 1.17 mmol of D-glucose, 8.57 mmol of 3,4,5-tribenzyloxybenzoic acid, 10.68 mmol of EDC.HCl and 9.84 mmol of DMAP was suspended in 130 mL of CH2Cl2 and was heated at reflux overnight. The cooled reaction mixture was then extracted with 1N HCl (3×), saturated NaHCO3 (2×), and brine (2×), the organic layer was dried over MgSO4, filtered, and concentrated. The resulting residue was purified by column chromatography over silica gel (75:24:1 CH2Cl2:toluene:ethyl acetate) to provide 0.253 ... Starting materials: O=C[C@H](O)[C@@H](O)[C@H](O)[C@H](O)CO (D-glucose), C(C1=CC=CC=C1)OC=1C=C(C(=O)O)C=C(C1OCC1=CC=CC=C1)OCC1=CC=CC=C1 (3,4,5-tribenzyloxybenzoic acid), CCN=C=NCCCN(C)C.Cl (EDC.HCl). Reagents/catalysts: CN(C)C=1C=CN=CC1 (DMAP). Product: C1(=CC=CC=C1)COC=1C=C(C(=O)O[C@H]2[C@H](OC(C3=CC(=C(C(=C3)OCC3=CC=CC=C3)OCC3=CC=CC=C3)OCC3=CC=CC=C3)=O)[C@@H](OC(C3=CC(=C(C(=C3)OCC3=CC=CC=C3)OCC3=CC=CC=C3)OCC3=CC=CC=C3)=O)[C@H](OC(C3=CC(=C(C(=C3)OCC3=CC=CC=C3)OCC3=CC=CC=C3)OCC3=CC=CC=C3)=O)[C@H](O2)COC(C2=CC(=C(C(=C2)OCC2=CC=CC=C2)OCC2=CC=CC=C2)OCC2=CC=CC=C2)=O)C=C(C1OCC1=CC=CC=C1)OCC1=CC=CC=C1 (β-D-Glucopyranose Pentakis[3,4,5-tris(phenylmethoxy)-benzoate]). Yield: 9.4%. RXN SMILES: [O:1]=[CH:2][C@@H:3]([C@H:5]([C@@H:7]([C@@H:9]([CH2:11][OH:12])[OH:10])[OH:8])[OH:6])[OH:4].[CH2:13]([O:20][C:21]1[CH:22]=[C:23]([CH:27]=[C:28]([O:38][CH2:39][C:40]2[CH:45]=[CH:44][CH:43]=[CH:42][CH:41]=2)[C:29]=1[O:30][CH2:31][C:32]1[CH:37]=[CH:36][CH:35]=[CH:34][CH:33]=1)[C:24]([OH:26])=O)[C:14]1[CH:19]=[CH:18][CH:17]=[CH:16][CH:15]=1.CCN=C=N[CH2:51][CH2:52][CH2:53]N(C)C.Cl>CN(C1C=CN=CC=1)C.C(Cl)Cl>[C:14]1([CH2:13][O:20][C:21]2[CH:22]=[C:23]([CH:27]=[C:28]([O:38][CH2:39][C:40]3[CH:41]=[CH:42][CH:43]=[CH:44][CH:45]=3)[C:29]=2[O:30][CH2:31][C:32]2[CH:37]=[CH:36][CH:35]=[CH:34][CH:33]=2)[C:24]([O:1][C@@H:2]2[O:10][C@H:9]([CH2:11][O:12][C:24](=[O:26])[C:23]3[CH:22]=[C:21]([O:20][CH2:13][C:14]4[CH:19]=[CH:18][CH:17]=[CH:16][CH:15]=4)[C:29]([O:30][CH2:31][C:32]4[CH:37]=[CH:36][CH:35]=[CH:34][CH:33]=4)=[C:28]([O:38][CH2:39][C:51]4[CH:52]=[CH:53][CH:41]=[CH:40][CH:45]=4)[CH:27]=3)[C@@H:7]([O:8][C:24](=[O:26])[C:23]3[CH:27]=[C:28]([O:38][CH2:39][C:40]4[CH:45]=[CH:44][CH:43]=[CH:42][CH:41]=4)[C:29]([O:30][CH2:31][C:32]4[CH:33]=[CH:34][CH:35]=[CH:36][CH:37]=4)=[C:21]([O:20][CH2:13][C:14]4[CH:15]=[CH:16][CH:17]=[CH:18][CH:19]=4)[CH:22]=3)[C@H:5]([O:6][C:24](=[O:26])[C:23]3[CH:27]=[C:28]([O:38][CH2:39][C:40]4[CH:45]=[CH:44][CH:43]=[CH:42][CH:41]=4)[C:29]([O:30][CH2:31][C:32]4[CH:33]=[CH:34][CH:35]=[CH:36][CH:37]=4)=[C:21]([O:20][CH2:13][C:14]4[CH:15]=[CH:16][CH:17]=[CH:18][CH:19]=4)[CH:22]=3)[C@H:3]2[O:4][C:24](=[O:26])[C:23]2[CH:27]=[C:28]([O:38][CH2:39][C:40]3[CH:45]=[CH:44][CH:43]=[CH:42][CH:41]=3)[C:29]([O:30][CH2:31][C:32]3[CH:33]=[CH:34][CH:35]=[CH:36][CH:37]=3)=[C:21]([O:20][CH2:13][C:14]3[CH:15]=[CH:16][CH:17]=[CH:18][CH:19]=3)[CH:22]=2)=[O:26])[CH:19]=[CH:18][CH:17]=[CH:16][CH:15]=1 |f:2.3|. Run in C(Cl)Cl (CH2Cl2). Reactants: BrC=1C=C2N=C(C=3N(C2=CC1)C=CN3)Cl (7-bromo-4-chloro-imidazo[1,2-a]quinoxaline), NCCCO (3-aminopropanol). Solvent: C(C)(=O)OCC (ethyl acetate), O1CCOCC1 (dioxane). Conditions: time 17 hour. The product is BrC=1C=C2N=C(C=3N(C2=CC1)C=CN3)NCCCO (3-(7-Bromo-imidazo[1,2-a]quinoxalin-4-ylamino)-propan-1-ol). The yield is 87.5%. As a reaction SMILES: [Br:1][C:2]1[CH:3]=[C:4]2[C:9](=[CH:10][CH:11]=1)[N:8]1[CH:12]=[CH:13][N:14]=[C:7]1[C:6](Cl)=[N:5]2.[NH2:16][CH2:17][CH2:18][CH2:19][OH:20]>O1CCOCC1.C(OCC)(=O)C>[Br:1][C:2]1[CH:3]=[C:4]2[C:9](=[CH:10][CH:11]=1)[N:8]1[CH:12]=[CH:13][N:14]=[C:7]1[C:6]([NH:16][CH2:17][CH2:18][CH2:19][OH:20])=[N:5]2. Procedure details: To a solution of 7-bromo-4-chloro-imidazo[1,2-a]quinoxaline (2.75 g; 9.6 mmol; 1 eq) in anhydrous dioxane (421 mL), 3-aminopropanol (1.83 mL; 24.1 mmol; 2.5 eq) is added under argon atmosphere. After 17 hours of stirring under reflux, the reaction mixture is cooled to room temperature and diluted in ethyl acetate (250 mL). The organic phase is washed three times with a molar solution of sodium hydroxide (3×150 mL). The recombined water phases are extracted one more time with ethyl acetate (300 m... As a reaction SMILES: [NH2:1][CH2:2][CH:3]([C:8]1[CH:13]=[CH:12][CH:11]=[CH:10][CH:9]=1)[CH2:4]C(O)=O.[H-].[H-].[H-].[H-].[Li+].[Al+3].[OH2:20].[OH-].[Na+]>C(COC)OC>[NH2:1][CH2:2][CH:3]([C:8]1[CH:13]=[CH:12][CH:11]=[CH:10][CH:9]=1)[CH2:4][OH:20] |f:1.2.3.4.5.6,8.9|. The reactants are alcohols, O (water), [OH-].[Na+] (sodium hydroxide), ( 3b ), NCC(CC(=O)O)C1=CC=CC=C1 (3-amino-2-phenylpropanecarboxylic acid), [H-].[H-].[H-].[H-].[Li+].[Al+3] (LiAlH4). Solvent: C(OC)COC (monoglyme). Procedure details: For the preparation of the alcohols VI used in Examples (3a) and (3b). 10 g of 3-amino-2-phenylpropanecarboxylic acid in 150 ml of monoglyme were stirred with 3 g of LiAlH4 for 20 hrs. Then, 12 ml of water and 3 ml of 10% sodium hydroxide solution were slowly added thereto. The mixture was filtered and the filtrate was again evaporated with toluene. There was obtained 8.4 g of β-(aminomethyl)-phenethyl alcohol. Product: NCC(CO)C1=CC=CC=C1 (β-(aminomethyl)-phenethyl alcohol).